From a dataset of the Open Reaction Database (ORD), a public repository of structured organic reaction records. describe an organic reaction: reactants, conditions, products, and yield Reported procedure: Compound (5) was prepared in accordance with general instructions 1 from 1.0 ml aminopyrazine solution (0.1 M, MC), 0.575 ml methyl isocyanoacetate solution (0.2 M, MC), 0.500 ml furfural solution (0.3 M, MC), and 10 μl perchloric acid (w=20%). Solvent: Cl(=O)(=O)(=O)O (perchloric acid). As a reaction SMILES: [NH2:1][C:2]1[CH:7]=[N:6][CH:5]=[CH:4][N:3]=1.[N+:8]([CH2:10][C:11]([O:13][CH3:14])=[O:12])#[C-:9].[CH:15](=O)[C:16]1[O:20][CH:19]=[CH:18][CH:17]=1>Cl(O)(=O)(=O)=O>[CH3:14][O:13][C:11](=[O:12])[CH2:10][NH:8][C:9]1[N:3]2[CH:4]=[CH:5][N:6]=[CH:7][C:2]2=[N:1][C:15]=1[C:16]1[O:20][CH:19]=[CH:18][CH:17]=1. Reactants: NC1=NC=CN=C1 (aminopyrazine), [N+](#[C-])CC(=O)OC (methyl isocyanoacetate), C(C1=CC=CO1)=O (furfural). Yields the product COC(CNC1=C(N=C2N1C=CN=C2)C=2OC=CC2)=O ((2-Furan-2-yl-imidazo[1,2-a]pyrazin-3-ylamino)-acetic acid methyl ester). Reactants: CC(C)O, CCOC(=O)CCc1c[nH]c2cc(-c3noc(-c4ccc(OC(C)C)c(Cl)c4)n3)c(F)cc12, Cl, [Na+], [OH-], O. Yields the product CC(C)Oc1ccc(-c2nc(-c3cc4[nH]cc(CCC(=O)O)c4cc3F)no2)cc1Cl. RXN SMILES: [CH:37]([OH:38])([CH3:39])[CH3:40].[Cl:1][c:2]1[cH:3][c:4](-[c:12]2[n:13][c:14](-[c:17]3[c:18]([F:33])[cH:19][c:20]4[c:21]([CH2:26][CH2:27][C:28](=[O:29])[O:30][CH2:31][CH3:32])[cH:22][nH:23][c:24]4[cH:25]3)[n:15][o:16]2)[cH:5][cH:6][c:7]1[O:8][CH:9]([CH3:10])[CH3:11].[ClH:36].[Na+:35].[OH-:34].[OH2:41]>>[Cl:1][c:2]1[cH:3][c:4](-[c:12]2[n:13][c:14](-[c:17]3[c:18]([F:33])[cH:19][c:20]4[c:21]([CH2:26][CH2:27][C:28](=[O:29])[OH:30])[cH:22][nH:23][c:24]4[cH:25]3)[n:15][o:16]2)[cH:5][cH:6][c:7]1[O:8][CH:9]([CH3:10])[CH3:11]. The reactants are N(C(=N)N)C=1SC(=C(N1)C)C(=O)NC1=CC=C(OCC(=O)OCC)C=C1 (ethyl {4-[(2-guanidino-4-methyl-thiazole-5-carbonyl)-amino]-phenoxy}-acetate), Cl (hydrochloric acid). The product is Cl.N(C(=N)N)C=1SC(=C(N1)C)C(=O)NC1=CC=C(OCC(=O)O)C=C1 ([4-[(2-guanidino-4-methyl-thiazole-5-carbonyl)-amino]-phenoxy]-acetic acid hydrochloride). RXN SMILES: [NH:1]([C:5]1[S:6][C:7]([C:11]([NH:13][C:14]2[CH:26]=[CH:25][C:17]([O:18][CH2:19][C:20]([O:22]CC)=[O:21])=[CH:16][CH:15]=2)=[O:12])=[C:8]([CH3:10])[N:9]=1)[C:2]([NH2:4])=[NH:3].[ClH:27]>>[ClH:27].[NH:1]([C:5]1[S:6][C:7]([C:11]([NH:13][C:14]2[CH:26]=[CH:25][C:17]([O:18][CH2:19][C:20]([OH:22])=[O:21])=[CH:16][CH:15]=2)=[O:12])=[C:8]([CH3:10])[N:9]=1)[C:2]([NH2:4])=[NH:3] |f:2.3|. Reported procedure: 330 mg of ethyl {4-[(2-guanidino-4-methyl-thiazole-5-carbonyl)-amino]-phenoxy}-acetate are stirred at RT for 11 hrs. in 6 ml of 25% hydrochloric acid. The reaction mixture is evaporated to dryness in a vacuum and the residue is trituraited in MeCN. There are obtained 293 mg of [4-[(2-guanidino-4-methyl-thiazole-5-carbonyl)-amino]-phenoxy]-acetic acid hydrochloride (1:1); m.p. 273° C., MS: 350 (M+H)+. Reactants: CNC1=C2NC=NC2=NC=N1 (6-methylaminopurine), C([O-])([O-])=O.[K+].[K+] (potassium carbonate), ClC1=C(CCl)C(=CC=C1)Cl (2,6-dichlorobenzyl chloride). Run in CN(C(C)=O)C (N,N-dimethylacetamide). The product is ClC1=C(CN2C3=NC=NC(=C3N=C2)NC)C(=CC=C1)Cl (9-(2,6-dichlorobenzyl)-6-methylaminopurine). Isolated yield 61.7%. As a reaction SMILES: [CH3:1][NH:2][C:3]1[N:11]=[CH:10][N:9]=[C:8]2[C:4]=1[NH:5][CH:6]=[N:7]2.C(=O)([O-])[O-].[K+].[K+].[Cl:18][C:19]1[CH:26]=[CH:25][CH:24]=[C:23]([Cl:27])[C:20]=1[CH2:21]Cl>CN(C)C(=O)C>[Cl:18][C:19]1[CH:26]=[CH:25][CH:24]=[C:23]([Cl:27])[C:20]=1[CH2:21][N:7]1[CH:6]=[N:5][C:4]2[C:8]1=[N:9][CH:10]=[N:11][C:3]=2[NH:2][CH3:1] |f:1.2.3|. Reported procedure: In a procedure analogous to that of Example 9, by using 1.49 g of 6-methylaminopurine, 1.38 g of potassium carbonate, 50 ml of N,N-dimethylacetamide and 3.92 g of 2,6-dichlorobenzyl chloride, there was obtained 1.9 g of 9-(2,6-dichlorobenzyl)-6-methylaminopurine as colorless needles (yield: 62%), m.p. 219°-220° C. NMR spectrum of this product is identical with that of the corresponding compound synthesized in Example 2. Reactants: CC(=O)[O-], O=C([O-])O, CC(=O)[O-], CCC(O)(CC)CCc1ccc(C(CC)(CC)c2ccc(B3OC(C)(C)C(C)(C)O3)c(C)c2)cc1C, COC(=O)Cc1ccc(Br)cc1, Cc1ccccc1, COc1cccc(OC)c1-c1ccccc1P(C1CCCCC1)C1CCCCC1, [K+], [K+], [K+], [Na+], O, O=P([O-])([O-])[O-], [Pd+2]. Yields the product CCC(O)(CC)CCc1ccc(C(CC)(CC)c2ccc(-c3ccc(CC(=O)OC)cc3)c(C)c2)cc1C. As a reaction SMILES: [C:103]([O-:104])(=[O:105])[CH3:106].[C:86](=[O:87])([OH:88])[O-:89].[C:98]([O-:99])(=[O:100])[CH3:101].[CH2:50]([CH3:51])[C:52]([CH2:53][CH2:54][c:55]1[c:56]([CH3:82])[cH:57][c:58]([C:61]([CH2:62][CH3:63])([c:64]2[cH:65][c:66]([CH3:79])[c:67]([B:70]3[O:71][C:72]([CH3:73])([CH3:74])[C:75]([CH3:76])([CH3:77])[O:78]3)[cH:68][cH:69]2)[CH2:80][CH3:81])[cH:59][cH:60]1)([CH2:83][CH3:84])[OH:85].[CH3:1][O:2][C:3]([CH2:4][c:5]1[cH:6][cH:7][c:8]([Br:11])[cH:9][cH:10]1)=[O:12].[CH3:91][c:92]1[cH:93][cH:94][cH:95][cH:96][cH:97]1.[CH:13]1([P:14]([CH:15]2[CH2:16][CH2:17][CH2:18][CH2:19][CH2:20]2)[c:21]2[cH:22][cH:23][cH:24][cH:25][c:26]2-[c:27]2[c:28]([O:29][CH3:30])[cH:31][cH:32][cH:33][c:34]2[O:35][CH3:36])[CH2:37][CH2:38][CH2:39][CH2:40][CH2:41]1.[K+:47].[K+:48].[K+:49].[Na+:90].[OH2:107].[P:42]([O-:43])([O-:44])([O-:45])=[O:46].[Pd+2:102]>>[CH3:1][O:2][C:3]([CH2:4][c:5]1[cH:6][cH:7][c:8](-[c:67]2[c:66]([CH3:79])[cH:65][c:64]([C:61]([c:58]3[cH:57][c:56]([CH3:82])[c:55]([CH2:54][CH2:53][C:52]([CH2:50][CH3:51])([CH2:83][CH3:84])[OH:85])[cH:60][cH:59]3)([CH2:62][CH3:63])[CH2:80][CH3:81])[cH:69][cH:68]2)[cH:9][cH:10]1)=[O:12]. Reactants: C(=O)(O)[O-].[Na+] (NaHCO3), C(C)OC(CN(CC1=CC=C(C=C1)Cl)C(=O)C1(N(CC1)C(CC=1C2=C(SC1)C=CC=C2)=O)COCC2=CC=CC=C2)=O ([[1-(2-benzo[b]thiophen-3-yl-acetyl)-2-benzyloxymethyl-azetidine-2-carbonyl]-(4-chloro-benzyl)-amino]-acetic acid ethyl ester), Intermediate 163, B(Br)(Br)Br (BBr3). Solvent: C(Cl)Cl (DCM), C(Cl)Cl (DCM). Reaction conditions: temperature 0 celsius, time 2 hour. Yields the product C(C)OC(CN(CC1=CC=C(C=C1)Cl)C(=O)C1(N(CC1)C(CC=1C2=C(SC1)C=CC=C2)=O)CO)=O ([[1-(2-benzo[b]thiophen-3-yl-acetyl)-2-hydroxymethyl-azetidine-2-carbonyl]-(4-chloro-benzyl)-amino]-acetic acid ethyl ester). Reaction SMILES: [CH2:1]([O:3][C:4](=[O:42])[CH2:5][N:6]([C:15]([C:17]1([CH2:33][O:34]CC2C=CC=CC=2)[CH2:20][CH2:19][N:18]1[C:21](=[O:32])[CH2:22][C:23]1[C:24]2[CH:31]=[CH:30][CH:29]=[CH:28][C:25]=2[S:26][CH:27]=1)=[O:16])[CH2:7][C:8]1[CH:13]=[CH:12][C:11]([Cl:14])=[CH:10][CH:9]=1)[CH3:2].B(Br)(Br)Br.C([O-])(O)=O.[Na+]>C(Cl)Cl>[CH2:1]([O:3][C:4](=[O:42])[CH2:5][N:6]([C:15]([C:17]1([CH2:33][OH:34])[CH2:20][CH2:19][N:18]1[C:21](=[O:32])[CH2:22][C:23]1[C:24]2[CH:31]=[CH:30][CH:29]=[CH:28][C:25]=2[S:26][CH:27]=1)=[O:16])[CH2:7][C:8]1[CH:13]=[CH:12][C:11]([Cl:14])=[CH:10][CH:9]=1)[CH3:2] |f:2.3|. Procedure: To a solution of [[1-(2-benzo[b]thiophen-3-yl-acetyl)-2-benzyloxymethyl-azetidine-2-carbonyl]-(4-chloro-benzyl)-amino]-acetic acid ethyl ester, Intermediate 163 (1 eq.) in DCM at 0° C. was added BBr3. The reaction was stirred at 0° C. for 2 h. The crude was diluted with DCM and poured into a saturated aqueous solution of NaHCO3. The layers were separated, the organic layer was dried over MgSO4, filtered and concentrated under reduced pressure. The crude was purified by chromatography on silica g... The reactants are ClC(=O)OC1=CC=CC=C1 (phenyl chloroformate), C(C)(C)N(C(C)C)CC (N,N-Diisopropylethylamine), Cl.C(C)(C)(C)C1=NN(C(=C1)N)C1CCCCC1 (3-tert-butyl-1-cyclohexyl-1H-pyrazol-5-amine hydrochloride), C([O-])([O-])=O.[K+].[K+] (potassium carbonate). The solvent is C1CCOC1 (THF), C1CCOC1 (THF). Conditions: time 15 hour. Product: C(C)(C)(C)C1=NN(C(=C1)NC(OC1=CC=CC=C1)=O)C1CCCCC1 (phenyl 3-tert-butyl-1-cyclohexyl-1H-pyrazol-5-ylcarbamate). The yield is 58.6%. RXN SMILES: Cl.[C:2]([C:6]1[CH:10]=[C:9]([NH2:11])[N:8]([CH:12]2[CH2:17][CH2:16][CH2:15][CH2:14][CH2:13]2)[N:7]=1)([CH3:5])([CH3:4])[CH3:3].C(=O)([O-])[O-].[K+].[K+].Cl[C:25]([O:27][C:28]1[CH:33]=[CH:32][CH:31]=[CH:30][CH:29]=1)=[O:26].C(N(CC)C(C)C)(C)C>C1COCC1>[C:2]([C:6]1[CH:10]=[C:9]([NH:11][C:25](=[O:26])[O:27][C:28]2[CH:33]=[CH:32][CH:31]=[CH:30][CH:29]=2)[N:8]([CH:12]2[CH2:17][CH2:16][CH2:15][CH2:14][CH2:13]2)[N:7]=1)([CH3:5])([CH3:3])[CH3:4] |f:0.1,2.3.4|. Procedure: To a stirred mixture of 3-tert-butyl-1-cyclohexyl-1H-pyrazol-5-amine hydrochloride (260 mg, 1 mmol) and potassium carbonate (210 mg, 1.5 mmol) in THF (3 mL) at rt, was added dropwise a solution of phenyl chloroformate (170 mg, 1.1 mmol) in THF (2 mL) and the reaction mixture was stirred for a further 15 h. N,N-Diisopropylethylamine (129 mg, 1 mmol) was added to the reaction mixtureand stirring continued for an additional 4 h. The reaction mixture was filtrated, the filtrate concentrated under re...